Task: describe an organic reaction: reactants, conditions, products, and yield. Dataset: the Open Reaction Database (ORD), a public repository of structured organic reaction records Starting materials: CC(C)([O-])C.[K+] (potassium tertbutoxide), BrC1=CC(=CC(=C1)F)F (1-bromo-3,5-difluorobenzene), CS(=O)C (DMSO), FC(CO)(C(F)F)F (2,2,3,3-tetrafluoropropan-1-ol). Run in O (Water). Reaction conditions: time 5 minute. Yields the product BrC1=CC(=CC(=C1)OCC(C(F)F)(F)F)F (1-Bromo-3-fluoro-5-(2,2,3,3-tetrafluoropropoxy)benzene). The yield is 55.2%. As a reaction SMILES: CC(C)([O-])C.[K+].CS(C)=O.[F:11][C:12]([F:18])([CH:15]([F:17])[F:16])[CH2:13][OH:14].[Br:19][C:20]1[CH:25]=[C:24](F)[CH:23]=[C:22]([F:27])[CH:21]=1>O>[Br:19][C:20]1[CH:25]=[C:24]([O:14][CH2:13][C:12]([F:18])([F:11])[CH:15]([F:17])[F:16])[CH:23]=[C:22]([F:27])[CH:21]=1 |f:0.1|. Procedure: To a 50 mL flask flushed with nitrogen, equipped with a stir bar was added potassium tertbutoxide (1.1 g, 10 mmol, 95%). DMSO was added (10 mL) followed by addition of a solution of 2,2,3,3-tetrafluoropropan-1-ol (0.95 mL, 11 mmol) via syringe. After 5 min, 1-bromo-3,5-difluorobenzene (1.1 mL, 9.5 mmol) was added and the reaction mixture stirred at room temperature for 18 h. Water was added (100 mL), and the aqueous phase extracted with ether (2×100 mL). The organic portion was then washed succe... Reactants: C(C)(C)(C)[Li] (tert-butyllithium), C(C)(C)(C)OC(=O)N1CCC2=CC=C(C=C12)F (1-(tert-butoxycarbonyl)-2,3-dihydro-6-fluoroindole), O1CCCC1 (tetrahydrofuran). Conditions: time 20 minute. Product: FC1=CC=C2CCNC2=C1C=O (2,3-dihydro-6-fluoroindole-7-carboxaldehyde). Isolated yield 42.0%. Reaction SMILES: C([Li])(C)(C)C.C(OC([N:13]1[C:21]2[C:16](=[CH:17][CH:18]=[C:19]([F:22])[CH:20]=2)[CH2:15][CH2:14]1)=O)(C)(C)C.[O:23]1CCC[CH2:24]1>>[F:22][C:19]1[C:20]([CH:24]=[O:23])=[C:21]2[C:16]([CH2:15][CH2:14][NH:13]2)=[CH:17][CH:18]=1. Procedure: Add tert-butyllithium (21.13 ml, 35.93 mmol, 1.7 M solution in heptane) to a solution of 1-(tert-butoxycarbonyl)-2,3-dihydro-6-fluoroindole (3.28 g, 13.82 mmol) in anhydrous tetrahydrofuran (100 ml) at −78 C. Stir for 20 minutes, quench with excess dimethylformamide, and stir for 1 hour at −78 C. Warm to room temperature, add saturated aqueous ammonium chloride, and extract with ethyl acetate. Concentrate the combined organic phases under reduced pressure and subject the residue to silica gel ch... The reactants are CC(C)(O)c1ccc2c(c1)C(=CCCBr)c1cccnc1CO2, CC#N, CCN1C(=O)CN(C2CCNC2)Cc2ccc(Cl)cc21, [K+], [K+], O=C([O-])[O-], O. Yields the product CCN1C(=O)CN(C2CCN(CCC=C3c4cc(C(C)(C)O)ccc4OCc4ncccc43)C2)Cc2ccc(Cl)cc21. As a reaction SMILES: [Br:27][CH2:28][CH2:29][CH:30]=[C:31]1[c:32]2[c:33]([cH:42][cH:43][c:44]([C:46]([CH3:47])([CH3:48])[OH:49])[cH:45]2)[O:34][CH2:35][c:36]2[c:37]1[cH:38][cH:39][cH:40][n:41]2.[C:51](#[N:52])[CH3:53].[Cl:1][c:2]1[cH:3][cH:4][c:5]2[c:6]([cH:20]1)[N:7]([CH2:18][CH3:19])[C:8](=[O:17])[CH2:9][N:10]([CH:12]1[CH2:13][NH:14][CH2:15][CH2:16]1)[CH2:11]2.[K+:21].[K+:22].[O-:23][C:24]([O-:25])=[O:26].[OH2:50]>>[Cl:1][c:2]1[cH:3][cH:4][c:5]2[c:6]([cH:20]1)[N:7]([CH2:18][CH3:19])[C:8](=[O:17])[CH2:9][N:10]([CH:12]1[CH2:13][N:14]([CH2:28][CH2:29][CH:30]=[C:31]3[c:32]4[c:33]([cH:42][cH:43][c:44]([C:46]([CH3:47])([CH3:48])[OH:49])[cH:45]4)[O:34][CH2:35][c:36]4[c:37]3[cH:38][cH:39][cH:40][n:41]4)[CH2:15][CH2:16]1)[CH2:11]2. Reactants: O=C([O-])O, ClCCl, CS(=O)(=O)Cl, CCN(C(C)C)C(C)C, [Na+], O=C(c1ccc(OCCN2CCCCC2)cc1)c1c(OS(=O)(=O)C(F)(F)F)ccc2cc(O)ccc12. Yields the product CS(=O)(=O)Oc1ccc2c(C(=O)c3ccc(OCCN4CCCCC4)cc3)c(OS(=O)(=O)C(F)(F)F)ccc2c1. As a reaction SMILES: [C:51](=[O:52])([OH:53])[O-:54].[CH2:56]([Cl:57])[Cl:58].[CH3:46][S:47]([Cl:48])(=[O:49])=[O:50].[CH:37]([N:38]([CH:39]([CH3:40])[CH3:41])[CH2:42][CH3:43])([CH3:44])[CH3:45].[Na+:55].[OH:1][c:2]1[cH:3][c:4]2[cH:5][cH:6][c:7]([O:29][S:30](=[O:31])(=[O:32])[C:33]([F:34])([F:35])[F:36])[c:8]([C:12]([c:13]3[cH:14][cH:15][c:16]([O:19][CH2:20][CH2:21][N:22]4[CH2:23][CH2:24][CH2:25][CH2:26][CH2:27]4)[cH:17][cH:18]3)=[O:28])[c:9]2[cH:10][cH:11]1>>[O:1]([c:2]1[cH:3][c:4]2[cH:5][cH:6][c:7]([O:29][S:30](=[O:31])(=[O:32])[C:33]([F:34])([F:35])[F:36])[c:8]([C:12]([c:13]3[cH:14][cH:15][c:16]([O:19][CH2:20][CH2:21][N:22]4[CH2:23][CH2:24][CH2:25][CH2:26][CH2:27]4)[cH:17][cH:18]3)=[O:28])[c:9]2[cH:10][cH:11]1)[S:47]([CH3:46])(=[O:49])=[O:50]. Reactants: CCOC(C)=O, CC(C)=CCCC(C)CC=O, [H][H], O=[Pt]. Yields the product CC(C)CCCC(C)CC=O. RXN SMILES: [CH3:14][CH2:15][O:16][C:17](=[O:18])[CH3:19].[CH3:1][C:2]([CH3:3])=[CH:4][CH2:5][CH2:6][CH:7]([CH3:8])[CH2:9][CH:10]=[O:11].[H:12][H:13].[Pt:20]=[O:21]>>[CH3:1][CH:2]([CH3:3])[CH2:4][CH2:5][CH2:6][CH:7]([CH3:8])[CH2:9][CH:10]=[O:11]. Starting materials: Cc1nn(C(c2ccccc2)(c2ccccc2)c2ccccc2)cc1-c1ccc2nccc(N3CCN(C(=O)NCCN(C)C)CC3)c2c1, Cl. The product is Cc1n[nH]cc1-c1ccc2nccc(N3CCN(C(=O)NCCN(C)C)CC3)c2c1. As a reaction SMILES: [CH3:1][N:2]([CH2:3][CH2:4][NH:5][C:6](=[O:7])[N:8]1[CH2:9][CH2:10][N:11]([c:14]2[cH:15][cH:16][n:17][c:18]3[cH:19][cH:20][c:21](-[c:24]4[c:25]([CH3:48])[n:26][n:27]([C:29]([c:30]5[cH:31][cH:32][cH:33][cH:34][cH:35]5)([c:36]5[cH:37][cH:38][cH:39][cH:40][cH:41]5)[c:42]5[cH:43][cH:44][cH:45][cH:46][cH:47]5)[cH:28]4)[cH:22][c:23]23)[CH2:12][CH2:13]1)[CH3:49].[ClH:50]>>[CH3:1][N:2]([CH2:3][CH2:4][NH:5][C:6](=[O:7])[N:8]1[CH2:9][CH2:10][N:11]([c:14]2[cH:15][cH:16][n:17][c:18]3[cH:19][cH:20][c:21](-[c:24]4[c:25]([CH3:48])[n:26][nH:27][cH:28]4)[cH:22][c:23]23)[CH2:12][CH2:13]1)[CH3:49].